Task: describe an organic reaction: reactants, conditions, products, and yield. Dataset: the Open Reaction Database (ORD), a public repository of structured organic reaction records The reactants are BrC=1C=NC2=C(N(CCCN2)CC2=C(C(=CC=C2F)F)Cl)N1 (2-Bromo-9-(2-chloro-3,6-difluorobenzyl)-6,7,8,9-tetrahydro-5H-pyrazino[2,3-b][1,4]diazepine), CNC1=NC2=CC=C(C=C2C=N1)B1OC(C(O1)(C)C)(C)C (N-methyl-6-(4,4,5,5-tetramethyl-1,3,2-dioxaborolan-2-yl)-quinazolin-2-amine). The product is ClC1=C(CN2C3=C(NCCC2)N=CC(=N3)C=3C=C2C=NC(=NC2=CC3)NC)C(=CC=C1F)F (6-[9-(2-chloro-3,6-difluorobenzyl)-6,7,8,9-tetrahydro-5H-pyrazino[2,3-b][1,4]diazepin-2-yl]-N-methylquinazolin-2-amine). Reaction SMILES: Br[C:2]1[CH:3]=[N:4][C:5]2[NH:11][CH2:10][CH2:9][CH2:8][N:7]([CH2:12][C:13]3[C:18]([F:19])=[CH:17][CH:16]=[C:15]([F:20])[C:14]=3[Cl:21])[C:6]=2[N:22]=1.[CH3:23][NH:24][C:25]1[N:34]=[CH:33][C:32]2[C:27](=[CH:28][CH:29]=[C:30](B3OC(C)(C)C(C)(C)O3)[CH:31]=2)[N:26]=1>>[Cl:21][C:14]1[C:15]([F:20])=[CH:16][CH:17]=[C:18]([F:19])[C:13]=1[CH2:12][N:7]1[CH2:8][CH2:9][CH2:10][NH:11][C:5]2[N:4]=[CH:3][C:2]([C:30]3[CH:31]=[C:32]4[C:27](=[CH:28][CH:29]=3)[N:26]=[C:25]([NH:24][CH3:23])[N:34]=[CH:33]4)=[N:22][C:6]1=2. Reported procedure: The entitled compound can be prepared from 2-Bromo-9-(2-chloro-3,6-difluorobenzyl)-6,7,8,9-tetrahydro-5H-pyrazino[2,3-b][1,4]diazepine and N-methyl-6-(4,4,5,5-tetramethyl-1,3,2-dioxaborolan-2-yl)-quinazolin-2-amine as described in example 1 or 30. The reactants are N1C=NC(=C1)C1=NC=CC(=C1)C#N (2-(1H-imidazol-4-yl)pyridine-4-carbonitrile), BrCC1=C(C=CC=C1)OCC(C)C (1-(bromomethyl)-2-(2-methylpropoxyl)benzene). Product: CC(COC1=C(C=CC=C1)CN1C=NC(=C1)C1=NC=CC(=C1)C#N)C (2-[1-[[2-(2-methylpropoxy)phenyl]methyl]imidazol-4-yl]pyridine-4-carbonitrile). RXN SMILES: [NH:1]1[CH:5]=[C:4]([C:6]2[CH:11]=[C:10]([C:12]#[N:13])[CH:9]=[CH:8][N:7]=2)[N:3]=[CH:2]1.Br[CH2:15][C:16]1[CH:21]=[CH:20][CH:19]=[CH:18][C:17]=1[O:22][CH2:23][CH:24]([CH3:26])[CH3:25]>>[CH3:25][CH:24]([CH3:26])[CH2:23][O:22][C:17]1[CH:18]=[CH:19][CH:20]=[CH:21][C:16]=1[CH2:15][N:1]1[CH:5]=[C:4]([C:6]2[CH:11]=[C:10]([C:12]#[N:13])[CH:9]=[CH:8][N:7]=2)[N:3]=[CH:2]1. Procedure: The title compound was prepared from 2-(1H-imidazol-4-yl)pyridine-4-carbonitrile (PREPARATION 4) and 1-(bromomethyl)-2-(2-methylpropoxyl)benzene according to the procedure for the preparation of Example 43, part A using room temp. [M+H] Calc'd for C20H20N4O, 333. Found, 333. Reactants: CCOC(=O)CCC(NC(=O)c1ccc(NC)cc1)C(=O)OCC, C#CCN(Cc1ccc2ncn(COC(=O)C(C)(C)C)c(=O)c2c1)c1ccc(C(=O)NC(CCC(=O)OCC)C(=O)OCC)cc1. Yields the product CCOC(=O)CCC(NC(=O)c1ccc(N(C)Cc2ccc3ncn(COC(=O)C(C)(C)C)c(=O)c3c2)cc1)C(=O)OCC. RXN SMILES: [CH3:1][NH:2][c:3]1[cH:4][cH:5][c:6]([C:7]([NH:8][CH:9]([C:10]([O:11][CH2:12][CH3:13])=[O:14])[CH2:15][CH2:16][C:17]([O:18][CH2:19][CH3:20])=[O:21])=[O:22])[cH:23][cH:24]1.[O:25]=[c:26]1[n:27]([CH2:63][O:64][C:65]([C:66]([CH3:67])([CH3:68])[CH3:69])=[O:70])[cH:28][n:29][c:30]2[cH:31][cH:32][c:33]([CH2:36][N:37]([c:38]3[cH:39][cH:40][c:41]([C:42](=[O:43])[NH:44][CH:45]([CH2:46][CH2:47][C:48](=[O:49])[O:50][CH2:51][CH3:52])[C:53](=[O:54])[O:55][CH2:56][CH3:57])[cH:58][cH:59]3)[CH2:60][C:61]#[CH:62])[cH:34][c:35]12>>[O:25]=[c:26]1[n:27]([CH2:63][O:64][C:65]([C:66]([CH3:67])([CH3:68])[CH3:69])=[O:70])[cH:28][n:29][c:30]2[cH:31][cH:32][c:33]([CH2:36][N:37]([c:38]3[cH:39][cH:40][c:41]([C:42](=[O:43])[NH:44][CH:45]([CH2:46][CH2:47][C:48](=[O:49])[O:50][CH2:51][CH3:52])[C:53](=[O:54])[O:55][CH2:56][CH3:57])[cH:58][cH:59]3)[CH3:60])[cH:34][c:35]12. Starting materials: N#CCNC(=O)C1CC(S(=O)(=O)c2ccccc2Cl)CN1, Cl, O=C1CCOCC1. Yields the product N#CCNC(=O)C1CC(S(=O)(=O)c2ccccc2Cl)CN1C1CCOCC1. Reaction SMILES: [C:2](#[N:3])[CH2:4][NH:5][C:6](=[O:7])[CH:8]1[NH:9][CH2:10][CH:11]([S:13](=[O:14])(=[O:15])[c:16]2[c:17]([Cl:22])[cH:18][cH:19][cH:20][cH:21]2)[CH2:12]1.[ClH:1].[O:23]1[CH2:24][CH2:25][C:26](=[O:29])[CH2:27][CH2:28]1>>[C:2](#[N:3])[CH2:4][NH:5][C:6](=[O:7])[CH:8]1[N:9]([CH:26]2[CH2:25][CH2:24][O:23][CH2:28][CH2:27]2)[CH2:10][CH:11]([S:13](=[O:14])(=[O:15])[c:16]2[c:17]([Cl:22])[cH:18][cH:19][cH:20][cH:21]2)[CH2:12]1. The reactants are CC1CCN(C2CCC(N(C)S(=O)(=O)c3cccc(OCc4ccccc4)c3)C2)CC1, CO, Cl, [OH-], [OH-], [Pd+2]. The product is Cl, CC1CCN(C2CCC(N(C)S(=O)(=O)c3cccc(O)c3)C2)CC1. RXN SMILES: [CH2:2]([c:3]1[cH:4][cH:5][cH:6][cH:7][cH:8]1)[O:9][c:10]1[cH:11][c:12]([S:16](=[O:17])(=[O:18])[N:19]([CH:20]2[CH2:21][CH:22]([N:25]3[CH2:26][CH2:27][CH:28]([CH3:31])[CH2:29][CH2:30]3)[CH2:23][CH2:24]2)[CH3:32])[cH:13][cH:14][cH:15]1.[CH3:33][OH:34].[ClH:1].[OH-:35].[OH-:37].[Pd+2:36]>>[ClH:1].[OH:9][c:10]1[cH:11][c:12]([S:16](=[O:17])(=[O:18])[N:19]([CH:20]2[CH2:21][CH:22]([N:25]3[CH2:26][CH2:27][CH:28]([CH3:31])[CH2:29][CH2:30]3)[CH2:23][CH2:24]2)[CH3:32])[cH:13][cH:14][cH:15]1. The reactants are CCc1nc2c(C)cc(C)nc2n1Cc1ccc2c(ccn2C(=O)c2ccccc2)c1, CO, [Na+], [OH-]. Product: CCc1nc2c(C)cc(C)nc2n1Cc1ccc2c(ccn2C(=O)c2ccccc2C(=O)O)c1. As a reaction SMILES: [C:1]([c:2]1[cH:3][cH:4][cH:5][cH:6][cH:7]1)(=[O:8])[n:9]1[cH:10][cH:11][c:12]2[cH:13][c:14]([CH2:18][n:19]3[c:20]([CH2:30][CH3:31])[n:21][c:22]4[c:23]3[n:24][c:25]([CH3:29])[cH:26][c:27]4[CH3:28])[cH:15][cH:16][c:17]12.[CH3:34][OH:35].[Na+:33].[OH-:32]>>[C:1]([c:2]1[cH:3][cH:4][cH:5][cH:6][c:7]1[C:34](=[O:32])[OH:35])(=[O:8])[n:9]1[cH:10][cH:11][c:12]2[cH:13][c:14]([CH2:18][n:19]3[c:20]([CH2:30][CH3:31])[n:21][c:22]4[c:23]3[n:24][c:25]([CH3:29])[cH:26][c:27]4[CH3:28])[cH:15][cH:16][c:17]12.